Dataset: the Open Reaction Database (ORD), a public repository of structured organic reaction records. Task: describe an organic reaction: reactants, conditions, products, and yield Starting materials: CO, [Cl-], O=[N+]([O-])C=C(Cl)Cl, Cl, [Na+], [Na+], [OH-], CC(=O)NCCCS. Yields the product CC(=O)NCCCSC(Cl)=C[N+](=O)[O-]. RXN SMILES: [CH3:21][OH:22].[Cl-:20].[Cl:11][C:12](=[CH:13][N+:14](=[O:15])[O-:16])[Cl:17].[ClH:18].[Na+:19].[Na+:2].[OH-:1].[SH:3][CH2:4][CH2:5][CH2:6][NH:7][C:8]([CH3:9])=[O:10]>>[S:3]([CH2:4][CH2:5][CH2:6][NH:7][C:8]([CH3:9])=[O:10])[C:12]([Cl:11])=[CH:13][N+:14](=[O:15])[O-:16]. Starting materials: solution, [Li+].CC(C)[N-]C(C)C (LDA), C1CCOC1.CCCCCCC.C(C)C1=CC=CC=C1 (THF heptane ethyl benzene), ice water, solution, S1C(=CC=C1)C=O (2-thiophenecarboxaldehyde), solution, O(C1=CC=CC=C1)C(C(=O)O)C (2-phenoxypropionic acid). The solvent is CCCCCC (Hexane), CCOCC (ether), C1CCOC1 (THF), C1CCOC1 (THF). Reaction conditions: time 15 minute. Product: OC(C(C(=O)O)(OC1=CC=CC=C1)C)C=1SC=CC1 (3-Hydroxy-2-methyl-2-phenoxy-3-thiophen-2-yl-propionic acid). Isolated yield 97.1%. As a reaction SMILES: [Li+].CC([N-]C(C)C)C.C1COCC1.CCCCCCC.C(C1C=CC=CC=1)C.[O:29]([CH:36]([CH3:40])[C:37]([OH:39])=[O:38])[C:30]1[CH:35]=[CH:34][CH:33]=[CH:32][CH:31]=1.[S:41]1[CH:45]=[CH:44][CH:43]=[C:42]1[CH:46]=[O:47]>C1COCC1.CCCCCC.CCOCC>[OH:47][CH:46]([C:42]1[S:41][CH:45]=[CH:44][CH:43]=1)[C:36]([CH3:40])([O:29][C:30]1[CH:35]=[CH:34][CH:33]=[CH:32][CH:31]=1)[C:37]([OH:39])=[O:38] |f:0.1,2.3.4|. Reported procedure: To a 2.0 M solution of LDA in THF/heptane/ethyl benzene (200 mL, 408 mmol) cooled by an ice/acetone bath, a 0.75 M solution of 2-phenoxypropionic acid (30.8 g, 185 mmol) in THF (250 mL) was added dropwise over 30 min, keeping the reaction temperature below −10° C. After allowing the reaction mixture to stir for 15 min, a 0.75 M solution of 2-thiophenecarboxaldehyde (20.8 g, 185 mmol) in THF (250 mL) was added dropwise over the course of 1 h, maintaining the reaction temperature below −5° C. Afte...